This data is from the Open Reaction Database (ORD), a public repository of structured organic reaction records. The task is: describe an organic reaction: reactants, conditions, products, and yield Starting materials: CCc1cc(C(Nc2ccc3c(N(C(=O)OC(C)(C)C)C(=O)OC(C)(C)C)nccc3c2)c2nc(-c3ccccc3)nn2C)c(F)cc1O[Si](C)(C)C(C)(C)C, CCCC[N+](CCCC)(CCCC)CCCC, C1CCOC1, CCOC(C)=O, [F-]. Yields the product CCc1cc(C(Nc2ccc3c(N(C(=O)OC(C)(C)C)C(=O)OC(C)(C)C)nccc3c2)c2nc(-c3ccccc3)nn2C)c(F)cc1O. RXN SMILES: [C:1]([Si:2]([CH3:3])([CH3:4])[O:6][c:7]1[cH:8][c:9]([F:54])[c:10]([CH:15]([NH:16][c:17]2[cH:18][c:19]3[cH:20][cH:21][n:22][c:23]([N:27]([C:28](=[O:29])[O:30][C:31]([CH3:32])([CH3:33])[CH3:34])[C:35](=[O:36])[O:37][C:38]([CH3:39])([CH3:40])[CH3:41])[c:24]3[cH:25][cH:26]2)[c:42]2[n:43]([CH3:53])[n:44][c:45](-[c:47]3[cH:48][cH:49][cH:50][cH:51][cH:52]3)[n:46]2)[cH:11][c:12]1[CH2:13][CH3:14])([CH3:5])([CH3:55])[CH3:56].[CH2:58]([N+:59]([CH2:60][CH2:61][CH2:62][CH3:63])([CH2:64][CH2:65][CH2:66][CH3:67])[CH2:68][CH2:69][CH2:70][CH3:71])[CH2:72][CH2:73][CH3:74].[CH2:75]1[O:76][CH2:77][CH2:78][CH2:79]1.[CH3:80][CH2:81][O:82][C:83]([CH3:84])=[O:85].[F-:57]>>[OH:6][c:7]1[cH:8][c:9]([F:54])[c:10]([CH:15]([NH:16][c:17]2[cH:18][c:19]3[cH:20][cH:21][n:22][c:23]([N:27]([C:28](=[O:29])[O:30][C:31]([CH3:32])([CH3:33])[CH3:34])[C:35](=[O:36])[O:37][C:38]([CH3:39])([CH3:40])[CH3:41])[c:24]3[cH:25][cH:26]2)[c:42]2[n:43]([CH3:53])[n:44][c:45](-[c:47]3[cH:48][cH:49][cH:50][cH:51][cH:52]3)[n:46]2)[cH:11][c:12]1[CH2:13][CH3:14]. The reactants are [Na].FC(C([O-])C1=CC=CC=C1)(F)F (sodium 2,2,2-trifluoro-1-phenylethanolate), C(C)OC(C(C)Br)=O (ethyl-2-bromopropionate). The product is C(C)OC(C(C)OC(C(F)(F)F)C1=CC=CC=C1)=O (Ethyl-α-(2,2,2-trifluoro-1-phenylethoxy)propionate). RXN SMILES: [Na].[F:2][C:3]([F:13])([F:12])[CH:4]([C:6]1[CH:11]=[CH:10][CH:9]=[CH:8][CH:7]=1)[O-:5].[CH2:14]([O:16][C:17](=[O:21])[CH:18](Br)[CH3:19])[CH3:15]>>[CH2:14]([O:16][C:17](=[O:21])[CH:18]([O:5][CH:4]([C:6]1[CH:11]=[CH:10][CH:9]=[CH:8][CH:7]=1)[C:3]([F:12])([F:13])[F:2])[CH3:19])[CH3:15] |f:0.1,^1:0|. Procedure: Using the same procedure as in Example I, Step B, starting from 10.3 g sodium-2,2,2-trifluoro-1-phenylethanolate and 9.4 g ethyl-2-bromopropionate, 6.2 of the title compound is isolated. Reaction SMILES: CC1(C)C2(CS(O)(=O)=O)C(CC1CC2)=[O:8].[CH3:16][O:17][C:18]1[CH:35]=[CH:34][C:33]2[C@H:32]3[N:23]([C:24](=[O:36])[C@@H:25]4[C@H:30]([CH2:31]3)[NH:29][CH2:28][CH2:27][CH2:26]4)[CH2:22][CH2:21][C:20]=2[CH:19]=1>>[CH2:16]1[O:17][C:18]2=[CH:19][C:20]3[CH2:21][CH2:22][N:23]4[C@H:32]([C:33]=3[CH:34]=[C:35]2[O:8]1)[CH2:31][C@H:30]1[C@H:25]([CH2:26][CH2:27][CH2:28][NH:29]1)[C:24]4=[O:36]. Procedure details: Similarly, replacing the d-10-camphorsulfonic acid salt of (8aS,12aS,13aS)-3-methoxy-5,6,8a,9,10,11,12,12a,13,13a-decahydroisoquino[2,1-g][1,6]naphthyridin-8-one with compounds of formula (IA), obtained, for example, as described in Example 4C, and following the procedures of Example 5A above, the corresponding compounds of formula (I) as a free base are made. The product is C1OC=2C(=CC=3CCN4C([C@H]5CCCN[C@H]5C[C@H]4C3C2)=O)O1 ((8aS,12aS,13aS)-2,3-methylenedioxy-5,6,8a,9,10,11,12,12a,13,13a-decahydroisoquino[2,1-g][1,6]naphthyridin-8-one). Starting materials: CC1(C2CCC1(C(=O)C2)CS(=O)(=O)O)C (d-10-camphorsulfonic acid), COC1=CC=2CCN3C([C@H]4CCCN[C@H]4C[C@H]3C2C=C1)=O ((8aS,12aS,13aS)-3-methoxy-5,6,8a,9,10,11,12,12a,13,13a-decahydroisoquino[2,1-g][1,6]naphthyridin-8-one), ( I ). Reactants: CS(=O)(=O)Cl, Cl, CN(C(=O)N(C)C1CNCC1c1ccc(F)cc1)c1cc(C(F)(F)F)cc(C(F)(F)F)c1. Yields the product CN(C(=O)N(C)C1CN(S(C)(=O)=O)CC1c1ccc(F)cc1)c1cc(C(F)(F)F)cc(C(F)(F)F)c1. RXN SMILES: [CH3:34][S:35]([Cl:36])(=[O:37])=[O:38].[ClH:1].[F:2][C:3]([c:4]1[cH:5][c:6]([N:14]([C:15](=[O:16])[N:17]([CH3:18])[CH:19]2[CH2:20][NH:21][CH2:22][CH:23]2[c:24]2[cH:25][cH:26][c:27]([F:30])[cH:28][cH:29]2)[CH3:31])[cH:7][c:8]([C:10]([F:11])([F:12])[F:13])[cH:9]1)([F:32])[F:33]>>[F:2][C:3]([c:4]1[cH:5][c:6]([N:14]([C:15](=[O:16])[N:17]([CH3:18])[CH:19]2[CH2:20][N:21]([S:35]([CH3:34])(=[O:37])=[O:38])[CH2:22][CH:23]2[c:24]2[cH:25][cH:26][c:27]([F:30])[cH:28][cH:29]2)[CH3:31])[cH:7][c:8]([C:10]([F:11])([F:12])[F:13])[cH:9]1)([F:32])[F:33]. The reactants are ClC(F)F (chlorodifluoromethane), FC1=CC=C(C=C1)CCCC(=O)OC(C)(C)C (t-butyl 4-(p-fluorophenyl)butyrate), ClC(=O)OCC (ethyl chloroformate), C[Si](C)(C)[N-][Si](C)(C)C.[Na+] (sodium bis(trimethylsilyl)amide). The solvent is C(C)(=O)O (acetic acid), O1CCCC1 (tetrahydrofuran). Conditions: time 15 minute. Yields the product F\C=C(\CO)/CCC1=CC=C(C=C1)F ((E)-2-(fluoromethylene)-4-(p-fluorophenyl)butan-1-ol). Reaction SMILES: C[Si]([N-][Si](C)(C)C)(C)C.[Na+].[F:11][C:12]1[CH:17]=[CH:16][C:15]([CH2:18][CH2:19][CH2:20][C:21]([O:23]C(C)(C)C)=O)=[CH:14][CH:13]=1.ClC(OCC)=O.Cl[CH:35](F)[F:36]>C(O)(=O)C.O1CCCC1>[F:36]/[CH:35]=[C:20](\[CH2:19][CH2:18][C:15]1[CH:14]=[CH:13][C:12]([F:11])=[CH:17][CH:16]=1)/[CH2:21][OH:23] |f:0.1|. Procedure details: Cool a tetrahydrofuran solution of sodium bis(trimethylsilyl)amide (545 kg, 2M, 877 mol) to -10° C. Slowly add, t-butyl 4-(p-fluorophenyl)butyrate (84.1 kg, 80% by weight in toluene, 353 mol). After 15 minutes, slowly add ethyl chloroformate (38.6 kg, 356 mol) at such a rate that the reaction temperature is maintained at or below -5° C. After 20 minutes, warm the reaction mixture to 40° C.-45° C. Seal the reaction vessel and add chlorodifluoromethane (38.15 kg, 445 mol) to the head space. After ... Reactants: C1C2C(CN1)COCC2 (octahydropyrano[3,4-c]pyrrole), C(=O)([O-])[O-].[K+].[K+] (K2CO3), ClCCCBr (1-chloro-3-bromopropane). The solvent is CC(=O)C (acetone). The product is ClCCCN1CC2C(C1)CCOC2 (2-(3-chloropropyl)octahydropyrano[3,4-c]pyrrole). Yield: 16.9%. RXN SMILES: [CH2:1]1[NH:5][CH2:4][CH:3]2[CH2:6][O:7][CH2:8][CH2:9][CH:2]12.C([O-])([O-])=O.[K+].[K+].[Cl:16][CH2:17][CH2:18][CH2:19]Br>CC(C)=O>[Cl:16][CH2:17][CH2:18][CH2:19][N:5]1[CH2:1][CH:2]2[CH2:9][CH2:8][O:7][CH2:6][CH:3]2[CH2:4]1 |f:1.2.3|. Reported procedure: To a solution of octahydropyrano[3,4-c]pyrrole (0.14 g) in acetone (30 mL) was added K2CO3 (0.76 g) followed by 1-chloro-3-bromopropane (0.57 g, 2.0 eq). The reaction mixture was heated to reflux for 12 h and filtered. The filtrate was concentrated in vacuo, and the residue was dissolved in EtOAc (100 mL). The solution was washed with water (100 mL×2) followed by brine (100 mL), dried over anhydrous Na2SO4 and concentrated in vacuo. The residue was chromatographed with a silica gel column (eluti... Reactants: O=C([O-])[O-], COCCO, CSc1cc(C)nc(Cl)c1[N+](=O)[O-], [K+], [K+]. The product is COCCOc1nc(C)cc(SC)c1[N+](=O)[O-]. RXN SMILES: [C:14](=[O:15])([O-:16])[O-:17].[CH3:20][O:21][CH2:22][CH2:23][OH:24].[Cl:1][c:2]1[n:3][c:4]([CH3:13])[cH:5][c:6]([S:11][CH3:12])[c:7]1[N+:8](=[O:9])[O-:10].[K+:18].[K+:19]>>[c:2]1([O:24][CH2:23][CH2:22][O:21][CH3:20])[n:3][c:4]([CH3:13])[cH:5][c:6]([S:11][CH3:12])[c:7]1[N+:8](=[O:9])[O-:10]. The solvent is O (water). Procedure: A mixture of homophthalic acid (9.0 g., 0.05 mole) and methyoxyamine hydrochloride (4.25 g., 0.05 mole) in 125 ml. of xylene was refluxed for 90 minutes, with water collected in Dean Stark trap as it formed. The reaction mixture was cooled and concentrated by vacuum to one half its original volume, then diluted with ethylacetate, washed with water and dried over sodium sulfate. Recrystallization from isopropanol and ethanol, followed by drying at 100° C. for 4 hours yielded pale pink crystals of... Starting materials: C(CC=1C(C(=O)O)=CC=CC1)(=O)O (homophthalic acid), Cl.CON (methyoxyamine hydrochloride), C=1(C(=CC=CC1)C)C (xylene). RXN SMILES: [C:1]([OH:13])(=O)[CH2:2][C:3]1[C:4](=[CH:8][CH:9]=[CH:10][CH:11]=1)[C:5]([OH:7])=O.Cl.[CH3:15][O:16][NH2:17].C1(C)C(C)=CC=CC=1>O>[CH3:15][O:16][N:17]1[C:1](=[O:13])[CH2:2][C:3]2[C:4](=[CH:8][CH:9]=[CH:10][CH:11]=2)[C:5]1=[O:7] |f:1.2|. Yields the product CON1C(C2=CC=CC=C2CC1=O)=O (2-methoxyisoquinoline-1,3 (2H, 4H)-dione).